Task: describe an organic reaction: reactants, conditions, products, and yield. Dataset: the Open Reaction Database (ORD), a public repository of structured organic reaction records Starting materials: ClC=1C=CC(=C(/C=C/C(=O)OC)C1)NS(=O)(=O)C1=CC=CC=C1 (methyl trans-5-chloro-2-(penylsulfonylamino)cinnamate), BrCC(=O)C1=NC=CC(=C1)C(C)(C)C (2-Bromoacetyl-4-tert-butylpyridine). The product is COC(CC1=C(NC2=CC=C(C=C12)Cl)C(=O)C1=NC=CC(=C1)C(C)(C)C)=O (Methyl[2-(4-tert-butylpyridine-2-carbonyl)-5-chloro-1H-indol-3-yl]acetate). Reaction SMILES: [Cl:1][C:2]1[CH:3]=[CH:4][C:5]([NH:14]S(C2C=CC=CC=2)(=O)=O)=[C:6]([CH:13]=1)/[CH:7]=[CH:8]/[C:9]([O:11][CH3:12])=[O:10].Br[CH2:25][C:26]([C:28]1[CH:33]=[C:32]([C:34]([CH3:37])([CH3:36])[CH3:35])[CH:31]=[CH:30][N:29]=1)=[O:27]>>[CH3:12][O:11][C:9](=[O:10])[CH2:8][C:7]1[C:6]2[C:5](=[CH:4][CH:3]=[C:2]([Cl:1])[CH:13]=2)[NH:14][C:25]=1[C:26]([C:28]1[CH:33]=[C:32]([C:34]([CH3:37])([CH3:36])[CH3:35])[CH:31]=[CH:30][N:29]=1)=[O:27]. Procedure: The title compound was prepared according to the procedure described in Example 57 from methyl trans-5-chloro-2-(penylsulfonylamino)cinnamate (Example 36, step 3) and 2-bromoacetyl-4-tert-butylpyridine (Preparation is described in Example 69). Reactants: O=C([O-])[O-], Cl, [K+], [K+], O=C(Cl)C1CN2CCC1CC2, Nc1ccc(-c2ccc(NC(=O)C(=O)O)cc2)cc1, C1COCCO1, CN(C)C=O. Yields the product Cl, O=C(O)C(=O)Nc1ccc(-c2ccc(NC(=O)C3CN4CCC3CC4)cc2)cc1. As a reaction SMILES: [C:1](=[O:2])([O-:3])[O-:4].[ClH:7].[K+:5].[K+:6].[N:8]12[CH2:9][CH:10]([C:16](=[O:17])[Cl:18])[CH:11]([CH2:12][CH2:13]1)[CH2:14][CH2:15]2.[NH2:19][c:20]1[cH:21][cH:22][c:23](-[c:26]2[cH:27][cH:28][c:29]([NH:32][C:33]([C:34](=[O:35])[OH:36])=[O:37])[cH:30][cH:31]2)[cH:24][cH:25]1.[O:38]1[CH2:39][CH2:40][O:41][CH2:42][CH2:43]1.[O:44]=[CH:45][N:46]([CH3:47])[CH3:48]>>[ClH:18].[N:8]12[CH2:9][CH:10]([C:16](=[O:17])[NH:19][c:20]3[cH:21][cH:22][c:23](-[c:26]4[cH:27][cH:28][c:29]([NH:32][C:33]([C:34](=[O:35])[OH:36])=[O:37])[cH:30][cH:31]4)[cH:24][cH:25]3)[CH:11]([CH2:12][CH2:13]1)[CH2:14][CH2:15]2. Reactants: NC=1C=C(SC1C)C(=S)OC (methyl 4-amino-5-methylthiothiophene-2-carboxylate), COC=1C=C(C=CC1)B(O)O (3-methoxyphenyl boronic acid). Product: COC=1C=C(C=CC1)NC=1C=C(SC1C)C(=S)OC (methyl 4-[(3-methoxyphenyl)amino]-5-methylthiothiophene-2-carboxylate). Yield: 24.5%. As a reaction SMILES: [NH2:1][C:2]1[CH:3]=[C:4]([C:8]([O:10][CH3:11])=[S:9])[S:5][C:6]=1[CH3:7].[CH3:12][O:13][C:14]1[CH:15]=[C:16](B(O)O)[CH:17]=[CH:18][CH:19]=1>>[CH3:12][O:13][C:14]1[CH:19]=[C:18]([NH:1][C:2]2[CH:3]=[C:4]([C:8]([O:10][CH3:11])=[S:9])[S:5][C:6]=2[CH3:7])[CH:17]=[CH:16][CH:15]=1. Procedure details: Using a procedure similar to Example 208, step (a), 73.2 mg (0.35 mmol) of methyl 4-amino-5-methylthiothiophene-2-carboxylate was allowed to react with 109 mg (2 equiv, 0.70 mmol) of 3-methoxyphenyl boronic acid to give 25.2 mg (23%) of methyl 4-[(3-methoxyphenyl)amino]-5-methylthiothiophene-2-carboxylate. 1H NMR (CDCl3, 400 MHz) δ2.40 (s, 3H), 3.81 (s, 3H), 3.89 (s, 3H), 6.12 (s, 1H), 6.43-6.63 (m, 2H), 7.20 (m, 1H), 7.78 (s, 1H). Mass spectrum (ESI, m/z): Calcd. for C14H15NO3S2, 310.06 (M+H), ... Starting materials: C(CCCC)OC1=CC=2CC3=CC(=CC=C3C2C=C1)C#CC1=CC(=C(C=C1)OCC1=CC=CC=C1)F (2-Pentyloxy-7-[2-(3-fluoro-4-benzyloxyphenyl)ethynyl]fluorene). The reagents and catalysts are [Pd] (palladium on carbon). Solvent: O1CCCC1 (tetrahydrofuran). Reaction conditions: time 2 hour. Yields the product C(CCCC)OC1=CC=2CC3=CC(=CC=C3C2C=C1)CCC1=CC(=C(C=C1)O)F (2-pentyloxy-7-(2-(3-fluoro-4-hydroxyphenyl)ethyl)fluorene). Isolated yield 85.4%. Reaction SMILES: [CH2:1]([O:6][C:7]1[CH:19]=[CH:18][C:17]2[C:16]3[C:11](=[CH:12][C:13]([C:20]#[C:21][C:22]4[CH:27]=[CH:26][C:25]([O:28]CC5C=CC=CC=5)=[C:24]([F:36])[CH:23]=4)=[CH:14][CH:15]=3)[CH2:10][C:9]=2[CH:8]=1)[CH2:2][CH2:3][CH2:4][CH3:5]>[Pd].O1CCCC1>[CH2:1]([O:6][C:7]1[CH:19]=[CH:18][C:17]2[C:16]3[C:11](=[CH:12][C:13]([CH2:20][CH2:21][C:22]4[CH:27]=[CH:26][C:25]([OH:28])=[C:24]([F:36])[CH:23]=4)=[CH:14][CH:15]=3)[CH2:10][C:9]=2[CH:8]=1)[CH2:2][CH2:3][CH2:4][CH3:5]. Reported procedure: 2-Pentyloxy-7-[2-(3-fluoro-4-benzyloxyphenyl)ethynyl]fluorene (1 g) and palladium on carbon (0.02 g) were stirred in tetrahydrofuran (30 mL) at an atmospheric pressure under hydrogen atmosphere. Absorption of hydrogen was stopped after 2 hours, and therefore the reaction mixture was filtered to remove the catalyst, followed by distilling the solvent off. The residue was recrystallized twice from acetone to obtain 2-pentyloxy-7-(2-(3-fluoro-4-hydroxyphenyl)ethyl)fluorene (0.7 g) of colorless need... The product is Cc1cn(CCCc2ccccc2)c2cc(C3CNC(=O)C3)ccc12. Reaction SMILES: [CH3:1][c:2]1[cH:3][n:4]([CH2:21][CH2:22][CH2:23][c:24]2[cH:25][cH:26][cH:27][cH:28][cH:29]2)[c:5]2[cH:6][c:7]([CH:11]([CH2:12][C:13](=[O:14])[O:19][CH3:20])[CH2:17][N+:18]([O-:15])=[O:16])[cH:8][cH:9][c:10]12.[CH3:32][OH:33].[H:30][H:31].[Ni:34]>>[CH3:1][c:2]1[cH:3][n:4]([CH2:21][CH2:22][CH2:23][c:24]2[cH:25][cH:26][cH:27][cH:28][cH:29]2)[c:5]2[cH:6][c:7]([CH:11]3[CH2:12][C:13](=[O:14])[NH:18][CH2:17]3)[cH:8][cH:9][c:10]12. Reactants: COC(=O)CC(C[N+](=O)[O-])c1ccc2c(C)cn(CCCc3ccccc3)c2c1, CO, [H][H], [Ni]. Reactants: Cl.NC=1NC(C=2N=CN(C2N1)C1CC(C(C1)O)(CO)O)=O (2-amino-1,9-dihydro-9-[3,4-dihydroxy-3-(hydroxymethyl)-1-cyclopentanyl]-6H-purin-6-one hydrochloride), [OH-].[Na+] (sodium hydroxide). Run in O (water). Product: NC=1NC(C=2N=CN(C2N1)C1CC(C(C1)O)(CO)O)=O (2-amino-1,9-dihydro-9-[3,4-dihydroxy-3-(hydroxymethyl)-1-cyclopentanyl]-6H-purin-6-one). Reaction SMILES: Cl.[NH2:2][C:3]1[NH:4][C:5](=[O:21])[C:6]2[N:7]=[CH:8][N:9]([CH:12]3[CH2:16][CH:15]([OH:17])[C:14]([OH:20])([CH2:18][OH:19])[CH2:13]3)[C:10]=2[N:11]=1.[OH-].[Na+]>O>[NH2:2][C:3]1[NH:4][C:5](=[O:21])[C:6]2[N:7]=[CH:8][N:9]([CH:12]3[CH2:16][CH:15]([OH:17])[C:14]([OH:20])([CH2:18][OH:19])[CH2:13]3)[C:10]=2[N:11]=1 |f:0.1,2.3|. Procedure details: A mixture of 0.273 g (0.00086 mole) of (1'S, 3'S, 4'S)-2-amino-1,9-dihydro-9-[3,4-dihydroxy-3-(hydroxymethyl)-1-cyclopentanyl]-6H-purin-6-one hydrochloride, 2 ml of deionized water and 0.86 ml of 1N aqueous sodium hydroxide was heated to induce homogeneity under a nitrogen atmosphere. The solution was cooled to room temperature to induce crystallization and the solid was isolated in two crops. The solids were collected by filtration and were dissolved in 80 ml of hot methanol. The hot solution w... The product is CCCN1C(=O)N(Cc2ccc(C)cc2)CC1CCCc1ccc(OC(C)(C)C(=O)OCC)cc1. RXN SMILES: [Br:28][C:29]([C:30](=[O:31])[O:32][CH2:33][CH3:34])([CH3:35])[CH3:36].[CH3:52][CH2:53][OH:54].[CH3:55][CH2:56][O:57][C:58]([CH3:59])=[O:60].[ClH:51].[K+:43].[K+:44].[Mg+2:37].[N:49]#[N:50].[O-:38][S:39]([O-:40])(=[O:41])=[O:42].[O-:45][C:46]([O-:47])=[O:48].[OH:1][c:2]1[cH:3][cH:4][c:5]([CH2:8][CH2:9][CH2:10][CH:11]2[N:12]([CH2:25][CH2:26][CH3:27])[C:13](=[O:24])[N:14]([CH2:16][c:17]3[cH:18][cH:19][c:20]([CH3:23])[cH:21][cH:22]3)[CH2:15]2)[cH:6][cH:7]1>>[O:1]([c:2]1[cH:3][cH:4][c:5]([CH2:8][CH2:9][CH2:10][CH:11]2[N:12]([CH2:25][CH2:26][CH3:27])[C:13](=[O:24])[N:14]([CH2:16][c:17]3[cH:18][cH:19][c:20]([CH3:23])[cH:21][cH:22]3)[CH2:15]2)[cH:6][cH:7]1)[C:29]([C:30](=[O:31])[O:32][CH2:33][CH3:34])([CH3:35])[CH3:36]. The reactants are CCOC(=O)C(C)(C)Br, CCO, CCOC(C)=O, Cl, [K+], [K+], [Mg+2], N#N, O=S(=O)([O-])[O-], O=C([O-])[O-], CCCN1C(=O)N(Cc2ccc(C)cc2)CC1CCCc1ccc(O)cc1. Starting materials: C1CCOC1, CI, [Li]CCCC, CC(C)NC(C)C, [Cl-], CC(Oc1nnc(-c2ccncc2)n1C)c1noc(-c2cccc(Cl)c2)n1, [NH4+]. Yields the product Cn1c(OC(C)(C)c2noc(-c3cccc(Cl)c3)n2)nnc1-c1ccncc1. RXN SMILES: [CH2:44]1[O:45][CH2:46][CH2:47][CH2:48]1.[CH3:40][I:41].[CH3:8][CH2:9][CH2:10][CH2:11][Li:12].[CH:1]([NH:2][CH:3]([CH3:4])[CH3:5])([CH3:6])[CH3:7].[Cl-:42].[Cl:13][c:14]1[cH:15][c:16](-[c:20]2[n:21][c:22]([CH:25]([CH3:26])[O:27][c:28]3[n:29]([CH3:39])[c:30](-[c:33]4[cH:34][cH:35][n:36][cH:37][cH:38]4)[n:31][n:32]3)[n:23][o:24]2)[cH:17][cH:18][cH:19]1.[NH4+:43]>>[CH3:1][C:25]([c:22]1[n:21][c:20](-[c:16]2[cH:15][c:14]([Cl:13])[cH:19][cH:18][cH:17]2)[o:24][n:23]1)([CH3:26])[O:27][c:28]1[n:29]([CH3:39])[c:30](-[c:33]2[cH:34][cH:35][n:36][cH:37][cH:38]2)[n:31][n:32]1. Reactants: OCCCN1N=CC(=C1)C=1C=CC(=C2C(N(CC12)C)=O)NC1=NC(=NC=C1C(F)(F)F)NC1=C(C=C(CP(OCC)(OCC)=O)C=C1)OC (diethyl (4-{[4-({7-[1-(3-hydroxypropyl)-1H-pyrazol-4-yl]-2-methyl-3-oxo-2,3-dihydro-1H-isoindol-4-yl}amino)-5-(trifluoromethyl)pyrimidin-2-yl]amino}-3-methoxybenzyl)phosphonate), NC=1C=C(C(=C2CN(C(C12)=O)C)C=1C=NN(C1)CCCO)F (7-amino-5-fluoro-4-[1-(3-hydroxypropyl)-1H-pyrazol-4-yl]-2-methyl-2,3-dihydro-1H-isoindol-1-one), NC=1C=C(C(=C2CN(C(C12)=O)C)C=1C=NN(C1)CCCO)F (7-amino-5-fluoro-4-[1-(3-hydroxypropyl)-1H-pyrazol-4-yl]-2-methyl-2,3-dihydro-1H-isoindol-1-one). Yields the product FC1=CC(=C2C(N(CC2=C1C=1C=NN(C1)CCCO)C)=O)NC1=NC(=NC=C1C(F)(F)F)NC1=C(C=C(CP(OCC)(OCC)=O)C=C1)OC (Diethyl (4-{[4-({6-fluoro-7-[1-(3-hydroxypropyl)-1H-pyrazol-4-yl]-2-methyl-3-oxo-2,3-dihydro-1H-isoindol-4-yl}amino)-5-(trifluoromethyl)pyrimidin-2-yl]amino}-3-methoxybenzyl)phosphonate). RXN SMILES: [OH:1][CH2:2][CH2:3][CH2:4][N:5]1[CH:9]=[C:8]([C:10]2[CH:11]=[CH:12][C:13]([NH:21][C:22]3[C:27]([C:28]([F:31])([F:30])[F:29])=[CH:26][N:25]=[C:24]([NH:32][C:33]4[CH:47]=[CH:46][C:36]([CH2:37][P:38](=[O:45])([O:42][CH2:43][CH3:44])[O:39][CH2:40][CH3:41])=[CH:35][C:34]=4[O:48][CH3:49])[N:23]=3)=[C:14]3[C:18]=2[CH2:17][N:16]([CH3:19])[C:15]3=[O:20])[CH:7]=[N:6]1.NC1C=C([F:71])C(C2C=NN(CCCO)C=2)=C2C=1C(=O)N(C)C2>>[F:71][C:11]1[C:10]([C:8]2[CH:7]=[N:6][N:5]([CH2:4][CH2:3][CH2:2][OH:1])[CH:9]=2)=[C:18]2[C:14]([C:15](=[O:20])[N:16]([CH3:19])[CH2:17]2)=[C:13]([NH:21][C:22]2[C:27]([C:28]([F:31])([F:30])[F:29])=[CH:26][N:25]=[C:24]([NH:32][C:33]3[CH:47]=[CH:46][C:36]([CH2:37][P:38](=[O:45])([O:42][CH2:43][CH3:44])[O:39][CH2:40][CH3:41])=[CH:35][C:34]=3[O:48][CH3:49])[N:23]=2)[CH:12]=1. Procedure: This compound was prepared analogously to Compound 1B replacing Compound 1C with 7-amino-5-fluoro-4-[1-(3-hydroxypropyl)-1H-pyrazol-4-yl]-2-methyl-2,3-dihydro-1H-isoindol-1-one (Compound 31C). 1H NMR (CD3OD, 400 MHz): δ 8.39 (d, J=13.9 Hz, 1H), 8.30 (s, 1H), 8.00 (s, 1H), 7.85 (d, J=7.3 Hz, 1H), 7.82 (d, J=1.3 Hz, 1H), 7.05 (s, 1H), 6.95 (d, J=8.3 Hz, 1H), 4.51 (s, 2H), 4.33 (t, J=6.9 Hz, 2H), 4.08 (quin, J=7.3 Hz, 4H), 3.91 (s, 3H), 3.58 (t, J=6.1 Hz, 2H), 3.28 (d, J=21 Hz, 2H, obscured), 3.12 ...